From a dataset of the Open Reaction Database (ORD), a public repository of structured organic reaction records. describe an organic reaction: reactants, conditions, products, and yield Reactants: C(C1=CC=CC=C1)(=O)Cl (benzoyl chloride), [Cl-].[Al+3].[Cl-].[Cl-] (aluminum chloride), C1(=CC=CC=C1)C (toluene), Cl (hydrochloric acid), O (water). Yields the product CC1=C(C(=O)C2=CC=CC=C2)C=CC=C1 (methyl benzophenone). Yield: 93.0%. RXN SMILES: [C:1](Cl)(=[O:8])[C:2]1[CH:7]=[CH:6][CH:5]=[CH:4][CH:3]=1.[Cl-].[Al+3].[Cl-].[Cl-].O.Cl.[C:16]1([CH3:22])[CH:21]=[CH:20][CH:19]=[CH:18][CH:17]=1>>[CH3:22][C:16]1[CH:21]=[CH:20][CH:19]=[CH:18][C:17]=1[C:1]([C:2]1[CH:7]=[CH:6][CH:5]=[CH:4][CH:3]=1)=[O:8] |f:1.2.3.4|. Procedure details: To a mechanically stirred solution of 1000 grams (7.12 moles) of benzoyl chloride in 6000 grams of toluene was added 1000 grams (7.50 moles) of anhydrous aluminum chloride over a 20-30 minute period. The temperature of the reaction mixture rose to near the boiling point during the addition, and heating at reflux was maintained for three additional hours. After cooling, 1200 milliliters of water were added, slowly at first, followed by 1000 milliliters of concentrated hydrochloric acid. The organ... Reactants: CCOC(C)=O, O=S(=O)(Cl)c1cc(Cl)cc(Cl)c1, Nc1ccc2[nH]ccc2c1, O, c1ccncc1. Yields the product O=S(=O)(Nc1ccc2[nH]ccc2c1)c1cc(Cl)cc(Cl)c1. Reaction SMILES: [CH3:24][CH2:25][O:26][C:27](=[O:28])[CH3:29].[Cl:11][c:12]1[cH:13][c:14]([S:19](=[O:20])(=[O:21])[Cl:22])[cH:15][c:16]([Cl:18])[cH:17]1.[NH2:1][c:2]1[cH:3][c:4]2[cH:5][cH:6][nH:7][c:8]2[cH:9][cH:10]1.[OH2:23].[cH:30]1[cH:31][cH:32][n:33][cH:34][cH:35]1>>[NH:1]([c:2]1[cH:3][c:4]2[cH:5][cH:6][nH:7][c:8]2[cH:9][cH:10]1)[S:19]([c:14]1[cH:13][c:12]([Cl:11])[cH:17][c:16]([Cl:18])[cH:15]1)(=[O:20])=[O:21]. The reactants are O=C(C=CC1C(OC(=O)c2ccccc2)CC2OC(=O)CC21)COc1ccccc1, CCOC(C)=O. Product: O=C(CCC1C(OC(=O)c2ccccc2)CC2OC(=O)CC21)COc1ccccc1. As a reaction SMILES: [C:1]([c:2]1[cH:3][cH:4][cH:5][cH:6][cH:7]1)(=[O:8])[O:9][CH:10]1[CH:11]([CH:19]=[CH:20][C:21]([CH2:22][O:23][c:24]2[cH:25][cH:26][cH:27][cH:28][cH:29]2)=[O:30])[CH:12]2[CH:13]([O:14][C:15](=[O:17])[CH2:16]2)[CH2:18]1.[CH3:31][CH2:32][O:33][C:34](=[O:35])[CH3:36]>>[C:1]([c:2]1[cH:3][cH:4][cH:5][cH:6][cH:7]1)(=[O:8])[O:9][CH:10]1[CH:11]([CH2:19][CH2:20][C:21]([CH2:22][O:23][c:24]2[cH:25][cH:26][cH:27][cH:28][cH:29]2)=[O:30])[CH:12]2[CH:13]([O:14][C:15](=[O:17])[CH2:16]2)[CH2:18]1.